From a dataset of the Open Reaction Database (ORD), a public repository of structured organic reaction records. describe an organic reaction: reactants, conditions, products, and yield Reactants: N1(CCOCC1)C1=CC=C(C=C1)NC(=O)C1COC2=C(C1)C(=CC=C2OC)[N+](=O)[O-] (N-[4-(4-morpholinyl)phenyl]-8-methoxy-5-nitro-3,4-dihydro-2H-1-benzopyran-3-carboxamide), S(=O)([O-])S(=O)[O-].[Na+].[Na+] (sodium dithionite). Run in CN(C=O)C (N,N-dimethylformamide), O (water). Conditions: temperature 55 celsius, time 3 hour. Yields the product N1(CCOCC1)C1=CC=C(C=C1)NC(=O)C1COC2=C(C1)C(=CC=C2OC)N (N-[4-(4-Morpholinyl)phenyl]-5-amino-8-methoxy-3,4-dihydro-2H-1-benzopyran-3-carboxamide). Yield: 24.6%. Reaction SMILES: [N:1]1([C:7]2[CH:12]=[CH:11][C:10]([NH:13][C:14]([CH:16]3[CH2:21][C:20]4[C:22]([N+:28]([O-])=O)=[CH:23][CH:24]=[C:25]([O:26][CH3:27])[C:19]=4[O:18][CH2:17]3)=[O:15])=[CH:9][CH:8]=2)[CH2:6][CH2:5][O:4][CH2:3][CH2:2]1.S(S([O-])=O)([O-])=O.[Na+].[Na+]>CN(C)C=O.O>[N:1]1([C:7]2[CH:12]=[CH:11][C:10]([NH:13][C:14]([CH:16]3[CH2:21][C:20]4[C:22]([NH2:28])=[CH:23][CH:24]=[C:25]([O:26][CH3:27])[C:19]=4[O:18][CH2:17]3)=[O:15])=[CH:9][CH:8]=2)[CH2:6][CH2:5][O:4][CH2:3][CH2:2]1 |f:1.2.3|. Procedure: To a solution of N-[4-(4-morpholinyl)phenyl]-8-methoxy-5-nitro-3,4-dihydro-2H-1-benzopyran-3-carboxamide (1.2 g, 2.9 mmol) in N,N-dimethylformamide (10 mL) was added a solution of sodium dithionite (2.1 g, 12 mmol) in water (5 mL). The mixture was stirred at 55° C. for 3 h and the solvent was removed in vacuo. The residue was purified by column chromatography on silica gel using ethyl acetate as the eluent affording 273 mg of the title compound (55% yield): EIMS (70 eV) m/z (relative intensity) ... Starting materials: ClC=1C(=CC(=C(C(=O)Cl)C1)[N+](=O)[O-])[N+](=O)[O-] (5-chloro-2,4-dinitrobenzoyl chloride), CNCCN1CCOCC1 (4-[2-(methylamino)ethyl]morpholine), CCOCC (Et2O). Run in O (water). Product: 5-chloro-N-methyl-N-[2-(4-morpholino)ethyl]-2,4-dinitrobenzamide, CCOC(=O)C.O(C(C)C)C(C)C (EtOAc iPr2O). Yield: 48.0%. Reaction SMILES: ClC1C([N+]([O-])=O)=CC([N+]([O-])=O)=[C:6]([CH:10]=1)[C:7](Cl)=[O:8].[CH3:17]NCCN1CC[O:24][CH2:23][CH2:22]1.CC[O:29][CH2:30][CH3:31]>O>[CH3:22][CH2:23][O:24][C:7]([CH3:6])=[O:8].[O:29]([CH:6]([CH3:7])[CH3:10])[CH:30]([CH3:31])[CH3:17] |f:4.5|. Procedure: Similar reaction of crude 5-chloro-2,4-dinitrobenzoyl chloride in Et2O with 4-[2-(methylamino)ethyl]morpholine (2 equiv) in water, followed by chromatography of the product on alumina-90, eluting with EtOAc, gave 5-chloro-N-methyl-N-[2-(4-morpholino)ethyl]-2,4-dinitrobenzamide (48%), mp (EtOAc/iPr2O) 123-123.5° C. 1H NMR [(CD3)2SO] [rotamer mixture] δ8.94 & 8.94 (2xs, 1H, H-3), 8.13 & 8.09 (2xs, 1H, H-6), [3.63-3.54 (m), 3.51, t (J=4.6 Hz) & 3.28-3.18(m), 6H, O(CH2)CH2, N(CH3)CH2], 3.05 & 2.89 (... Starting materials: C1(CC1)C1=CN(C2=NC=CC(=C21)OC2=C(C=C(C=C2)NC(C)=O)F)S(=O)(=O)C2=CC=C(C=C2)C (N-[4-({3-cyclopropyl-1-[(4-methylphenyl)sulfonyl]-1H-pyrrolo[2,3-b]-pyridin-4-yl}oxy)-3-fluorophenyl]acetamide), [OH-].[Na+] (sodium hydroxide). The solvent is C(C)O (ethanol). Run at temperature 90 celsius, time 8 hour. The product is C1(CC1)C1=CNC2=NC=CC(=C21)OC2=C(C=C(N)C=C2)F (4-[(3-Cyclopropyl-1H-pyrrolo[2,3-b]pyridin-4-yl)oxy]-3-fluoroaniline). RXN SMILES: [CH:1]1([C:4]2[C:12]3[C:7](=[N:8][CH:9]=[CH:10][C:11]=3[O:13][C:14]3[CH:19]=[CH:18][C:17]([NH:20]C(=O)C)=[CH:16][C:15]=3[F:24])[N:6](S(C3C=CC(C)=CC=3)(=O)=O)[CH:5]=2)[CH2:3][CH2:2]1.[OH-].[Na+]>C(O)C>[CH:1]1([C:4]2[C:12]3[C:7](=[N:8][CH:9]=[CH:10][C:11]=3[O:13][C:14]3[CH:19]=[CH:18][C:17]([NH2:20])=[CH:16][C:15]=3[F:24])[NH:6][CH:5]=2)[CH2:3][CH2:2]1 |f:1.2|. Reported procedure: 192 mg (0.40 mmol) of N-[4-({3-cyclopropyl-1-[(4-methylphenyl)sulfonyl]-1H-pyrrolo[2,3-b]-pyridin-4-yl}oxy)-3-fluorophenyl]acetamide are dissolved in 7 ml of ethanol. 3.5 ml of 20% strength aqueous sodium hydroxide solution are added, and the reaction mixture is stirred at 90° C. overnight. The reaction mixture is partitioned between ethyl acetate and water. The aqueous phase is extracted with ethyl acetate. The combined organic phases are dried over sodium sulfate, and the solvent is removed un... Starting materials: CN(C)C=C(C(C)=O)C(CC)=O (3-dimethylaminomethylene-2,4-hexanedione), C(#N)CC(=O)N (cyanoacetamide), C[O-].[Na+] (sodium methoxide). Solvent: CO (methanol). Run at time 3 hour. Yields the product CC=1NC(C(C#N)=CC1C(CC)=O)=O (1,2-dihydro-6-methyl-2-oxo-5-(n-propanoyl)nicotinonitrile). As a reaction SMILES: CN([CH:4]=[C:5]([C:9](=[O:12])[CH2:10][CH3:11])[C:6](=O)[CH3:7])C.[C:13]([CH2:15][C:16]([NH2:18])=[O:17])#[N:14].C[O-].[Na+]>CO>[CH3:7][C:6]1[NH:18][C:16](=[O:17])[C:15](=[CH:4][C:5]=1[C:9](=[O:12])[CH2:10][CH3:11])[C:13]#[N:14] |f:2.3|. Procedure: A-2. 1,2-Dihydro-6-methyl-2-oxo-5-(n-propanoyl)nicotinonitrile and 5-acetyl-6-ethyl-1,2-dihydro-2-oxonicotinonitrile--A mixture containing 34 g of 2,4-hexanedione, 50 ml of dimethylformamide and 40 ml of dimethylformamide dimethyl acetal was allowed to stand at room temperature overnight and then concentrated on a rotary evaporator at steam bath temperature to yield, as a liquid, 3-dimethylaminomethylene-2,4-hexanedione. A mixture containing said 3-dimethylaminomethylene-2,4-hexanedione, 300 ml ... Starting materials: C(C)(=O)OC(C)=O (acetic anhydride), C(=O)O (formic acid), solution, ice, NC1=CC=CC=2C(C3=CC=CC=C3OC12)=C1CC2CCC(C1)N2C(C(F)(F)F)=O (1-[3-(4-Amino-xanthen-9-ylidene)-8-aza-bicyclo[3.2.1]oct-8-yl]-2,2,2-trifluoro-ethanone). Solvent: C(Cl)Cl (methylene chloride), C1CCOC1 (THF). Run at temperature 50 celsius. Product: FC(C(=O)N1C2CC(CC1CC2)=C2C1=CC=CC=C1OC=1C(=CC=CC21)NC=O)(F)F (N-{9-[8-(2,2,2-Trifluoro-acetyl)-8-aza-bicyclo[3.2.1]oct-3-ylidene]-9H-xanthen-4-yl}-formamide). Reaction SMILES: C(OC(=O)C)(=O)C.[CH:8]([OH:10])=O.[NH2:11][C:12]1[C:25]2[O:24][C:23]3[C:18](=[CH:19][CH:20]=[CH:21][CH:22]=3)[C:17](=[C:26]3[CH2:32][CH:31]4[N:33]([C:34](=[O:39])[C:35]([F:38])([F:37])[F:36])[CH:28]([CH2:29][CH2:30]4)[CH2:27]3)[C:16]=2[CH:15]=[CH:14][CH:13]=1>C1COCC1.C(Cl)Cl>[F:38][C:35]([F:36])([F:37])[C:34]([N:33]1[CH:31]2[CH2:30][CH2:29][CH:28]1[CH2:27][C:26](=[C:17]1[C:16]3[CH:15]=[CH:14][CH:13]=[C:12]([NH:11][CH:8]=[O:10])[C:25]=3[O:24][C:23]3[C:18]1=[CH:19][CH:20]=[CH:21][CH:22]=3)[CH2:32]2)=[O:39]. Procedure: Into a flask was placed acetic anhydride (4 mL) and the reaction was cooled in an ice bath. Upon cooling, formic acid (2 mL) was added and the mixture was heated to 50° C. for 15 min, and then cooled to rt. Upon cooling, the resulting solution (0.6 mL) was added to an ice bath-cooled solution of compound 4k (0.300 g, 6.0 mmol) in THF (2 mL), and the reaction was heated to 50° C. for 1 h. The mixture was cooled to rt, diluted with methylene chloride, and the organic phase was washed sequentially ... The reactants are ClC1=NC(=C(C(=O)NC2=CC(=C(C=C2)Cl)NC(C2=CC(=CC=C2)Cl)=O)C=C1)C (6-chloro-N-(4-chloro-3-(3-chlorobenzamido)phenyl)-2-methylnicotinamide), C(C)(=O)N1CCNCC1 (1-acetylpiperazine). Product: CC1=C(C(=O)N)C=CC=N1 (2-methylnicotinamide). RXN SMILES: Cl[C:2]1[CH:27]=[CH:26][C:5]([C:6]([NH:8]C2C=CC(Cl)=C(NC(=O)C3C=CC=C(Cl)C=3)C=2)=[O:7])=[C:4]([CH3:28])[N:3]=1.C(N1CCNCC1)(=O)C>>[CH3:28][C:4]1[N:3]=[CH:2][CH:27]=[CH:26][C:5]=1[C:6]([NH2:8])=[O:7]. Procedure details: 6-chloro-N-(4-chloro-3-(3-chlorobenzamido)phenyl)-2-methylnicotinamide (0.16 mmol) was used in general procedure 3 with 1-acetylpiperazine (0.83 mmol). The product was purified by RP-HPLC to give 6-(4-acetylpiperazin-1-yl)-N-(4-chloro-3-(3-chlorobenzamido)phenyl))phenyl)-2-methylnicotinamide. MS (Q1) 526.1 (M)+ Starting materials: COC(C1=CC(=C(C=C1)NC1C(CCCC1)C)NC(CC=1SC=CC1)=O)=O (4-(2-Methyl-cyclohexylamino)-3-(2-thiophen-2-yl-acetylamino)-benzoic acid methyl ester), Cl (hydrochloric acid), O (water). Run in O1CCOCC1 (dioxane). Reaction conditions: temperature 135 celsius. Product: C[C@H]1[C@@H](CCCC1)N1C(=NC2=C1C=CC(=C2)C(=O)O)CC=2SC=CC2 (1-((1R,2R)-2-Methyl-cyclohexyl)-2-thiophen-2-ylmethyl-1H-benzoimidazole-5-carboxylic acid). Yield: 92.0%. Reaction SMILES: C[O:2][C:3](=[O:27])[C:4]1[CH:9]=[CH:8][C:7]([NH:10][CH:11]2[CH2:16][CH2:15][CH2:14][CH2:13][CH:12]2[CH3:17])=[C:6]([NH:18][C:19](=O)[CH2:20][C:21]2[S:22][CH:23]=[CH:24][CH:25]=2)[CH:5]=1.Cl.O>O1CCOCC1>[CH3:17][C@@H:12]1[CH2:13][CH2:14][CH2:15][CH2:16][C@H:11]1[N:10]1[C:7]2[CH:8]=[CH:9][C:4]([C:3]([OH:2])=[O:27])=[CH:5][C:6]=2[N:18]=[C:19]1[CH2:20][C:21]1[S:22][CH:23]=[CH:24][CH:25]=1. Procedure details: 0.77 g 4-(2-Methyl-cyclohexylamino)-3-(2-thiophen-2-yl-acetylamino)-benzoic acid methyl ester were reacted with 5 ml of 4M hydrochloric acid in dioxane at 100° C. in a microwave reactor for 5 min. 1 ml water was added and the mixture was heated to 135° C. for 15 min. The reaction was concentrated and the residue purified by chromatography (silica, ethyl acetate/heptane) to yield 0.65 g (91%) of 1-((1R,2R)-2-Methyl-cyclohexyl)-2-thiophen-2-ylmethyl-1H-benzoimidazole-5-carboxylic acid. Reactants: CSCCC(=O)Cl (3-methylsulfanyl-propionyl chloride), ice, CNC1=CN=C(S1)C=1C=NC=CC1 (methyl-(2-pyridin-3-yl-thiazol-5-yl)-amine). The reagents and catalysts are CN(C)C=1C=CN=CC1 (DMAP). The solvent is ClCCCl (DCE), ClCCCl (DCE), ClCCCl (DCE). Conditions: time 5 minute. Product: CN(C(CCSC)=O)C1=CN=C(S1)C=1C=NC=CC1 (N-methyl-3-methylsulfanyl-N-(2-pyridin-3-yl-thiazol-5-yl)-propionamide). The yield is 74.4%. RXN SMILES: [CH3:1][S:2][CH2:3][CH2:4][C:5](Cl)=[O:6].[CH3:8][NH:9][C:10]1[S:14][C:13]([C:15]2[CH:16]=[N:17][CH:18]=[CH:19][CH:20]=2)=[N:12][CH:11]=1>ClCCCl.CN(C1C=CN=CC=1)C>[CH3:8][N:9]([C:10]1[S:14][C:13]([C:15]2[CH:16]=[N:17][CH:18]=[CH:19][CH:20]=2)=[N:12][CH:11]=1)[C:5](=[O:6])[CH2:4][CH2:3][S:2][CH3:1]. Procedure details: A solution of 3-methylsulfanyl-propionyl chloride (120 mg, 0.9 mmol) in DCE (1 mL) was pipetted at a dropwise rate into an ice-cold suspension of methyl-(2-pyridin-3-yl-thiazol-5-yl)-amine (114 mg, 0.6 mmol) in DCE (5 mL), and the mixture was stirred for 5 min before adding a solution of DMAP (80 mg, 0.6 mmol) in DCE (1 mL). The ice bath was removed after 30 min, and the mixture was stirred at reflux under nitrogen for 15 min. The reaction mixture was cooled, diluted with DCE (70 mL), washed wit... The reactants are [H-].[Na+] (sodium hydride), CC1=C(N=C(O1)C1=CC=CC=C1)CCOC1=CC=C(CC(C(=O)OCC2=CC=CC=C2)C(=O)OCC2=CC=CC=C2)C=C1 (Dibenzyl 2-[4-[2-(5-methyl-2-phenyl-4-oxazolyl)ethoxy]benzyl]malonate), BrCC(=O)OCC (ethyl bromoacetate), [H-].[Na+] (sodium hydride), [H-].[Na+] (sodium hydride), BrCC(=O)OCC (ethyl bromoacetate), S(=O)(=O)(O)[O-].[Na+] (sodium hydrogensulfate). The solvent is O1CCCC1 (tetrahydrofuran), O1CCCC1 (tetrahydrofuran), O (Water). Reaction conditions: time 30 minute. The product is C(C)OC(=O)CC(C(=O)OCC1=CC=CC=C1)(C(=O)OCC1=CC=CC=C1)CC1=CC=C(C=C1)OCCC=1N=C(OC1C)C1=CC=CC=C1 (Dibenzyl 2-ethoxycarbonylmethyl-2-[4-[2-(5-methyl-2-phenyl-4-oxazolyl)ethoxy]benzyl]malonate). Yield: 101.0%. Reaction SMILES: [CH3:1][C:2]1[O:6][C:5]([C:7]2[CH:12]=[CH:11][CH:10]=[CH:9][CH:8]=2)=[N:4][C:3]=1[CH2:13][CH2:14][O:15][C:16]1[CH:43]=[CH:42][C:19]([CH2:20][CH:21]([C:32]([O:34][CH2:35][C:36]2[CH:41]=[CH:40][CH:39]=[CH:38][CH:37]=2)=[O:33])[C:22]([O:24][CH2:25][C:26]2[CH:31]=[CH:30][CH:29]=[CH:28][CH:27]=2)=[O:23])=[CH:18][CH:17]=1.[H-].[Na+].Br[CH2:47][C:48]([O:50][CH2:51][CH3:52])=[O:49].S([O-])(O)(=O)=O.[Na+]>O1CCCC1.O>[CH2:51]([O:50][C:48]([CH2:47][C:21]([CH2:20][C:19]1[CH:42]=[CH:43][C:16]([O:15][CH2:14][CH2:13][C:3]2[N:4]=[C:5]([C:7]3[CH:12]=[CH:11][CH:10]=[CH:9][CH:8]=3)[O:6][C:2]=2[CH3:1])=[CH:17][CH:18]=1)([C:32]([O:34][CH2:35][C:36]1[CH:37]=[CH:38][CH:39]=[CH:40][CH:41]=1)=[O:33])[C:22]([O:24][CH2:25][C:26]1[CH:27]=[CH:28][CH:29]=[CH:30][CH:31]=1)=[O:23])=[O:49])[CH3:52] |f:1.2,4.5|. Reported procedure: Dibenzyl 2-[4-[2-(5-methyl-2-phenyl-4-oxazolyl)ethoxy]benzyl]malonate (26.0 g, 45.2 mmol) synthesized according to the method described in WO95/18125 was dissolved in tetrahydrofuran (250 ml), and sodium hydride (60% in oil, 2.2 g, 54.2 mmol) was added at 0° C., which was followed by stirring at room temperature for 30 min. To the reaction mixture was added a solution of ethyl bromoacetate (15.3 ml, 135.6 mmol) in tetrahydrofuran (50 ml) at room temperature. After stirring for 1 hr, sodium hydri...